Dataset: the Open Reaction Database (ORD), a public repository of structured organic reaction records. Task: describe an organic reaction: reactants, conditions, products, and yield Yields the product NC1=CC=C(C=C1)C1(C(C1)C(=O)O)C(=O)O (1-(4-Aminophenyl)-1,2-cyclopropanedicarboxylic acid). Starting materials: [OH-].[Na+] (sodium hydroxide), Cl (hydrochloric acid), [N+](=O)([O-])C1=CC=C(C=C1)C1(C(C1)C(=O)O)C(=O)O (1-(4-nitrophenyl)-1,2-cyclopropanedicarboxylic acid). Reagents/catalysts: [Pd] (palladium on carbon). Procedure: 20 g of 1-(4-nitrophenyl)-1,2-cyclopropanedicarboxylic acid are dissolved in 200 ml of ethanol and the solution is hydrogenated in the presence of 5% palladium on carbon. The suspension so obtained is diluted with methanol and the precipitated product is dissolved by addition of 1 equivalent of methanolic hydrochloric acid. A part of the solvent is stripped off in vacuo, then 1 equivalent of 2N sodium hydroxide solution is added and the mixture is evaporated to dryness. The residue is crystallis... As a reaction SMILES: [N+:1]([C:4]1[CH:9]=[CH:8][C:7]([C:10]2([C:16]([OH:18])=[O:17])[CH2:12][CH:11]2[C:13]([OH:15])=[O:14])=[CH:6][CH:5]=1)([O-])=O.Cl.[OH-].[Na+]>C(O)C.[Pd].CO>[NH2:1][C:4]1[CH:9]=[CH:8][C:7]([C:10]2([C:16]([OH:18])=[O:17])[CH2:12][CH:11]2[C:13]([OH:15])=[O:14])=[CH:6][CH:5]=1 |f:2.3|. Run in C(C)O (ethanol), CO (methanol). RXN SMILES: [CH3:1][O:2][c:3]1[c:4]2[c:8]([cH:9][cH:10][cH:11]1)[C:7](=[O:12])[CH2:6][CH2:5]2.[CH:13]([CH3:14])([CH3:15])[NH2:16].[Cl-:20].[Cl-:22].[Cl-:23].[Cl-:24].[Cl:17][CH2:18][Cl:19].[Ti+4:21]>>[CH3:1][O:2][c:3]1[c:4]2[c:8]([cH:9][cH:10][cH:11]1)[CH:7]([NH:16][CH:13]([CH3:14])[CH3:15])[CH2:6][CH2:5]2. The reactants are COc1cccc2c1CCC2=O, CC(C)N, [Cl-], [Cl-], [Cl-], [Cl-], ClCCl, [Ti+4]. Product: COc1cccc2c1CCC2NC(C)C. Starting materials: CC(C)(C)OC(=O)N1CCN(c2ccccc2O)CC1, CC(C)CI, CCOC(C)=O, [K+], [K+], O=C([O-])[O-], CN(C)C=O. The product is CC(C)COc1ccccc1N1CCN(C(=O)OC(C)(C)C)CC1. RXN SMILES: [C:1](=[O:2])([O:3][C:4]([CH3:5])([CH3:6])[CH3:7])[N:8]1[CH2:9][CH2:10][N:11]([c:14]2[c:15]([OH:20])[cH:16][cH:17][cH:18][cH:19]2)[CH2:12][CH2:13]1.[CH2:27]([CH:28]([CH3:29])[CH3:30])[I:31].[CH3:37][CH2:38][O:39][C:40]([CH3:41])=[O:42].[K+:21].[K+:22].[O-:23][C:24]([O-:25])=[O:26].[O:32]=[CH:33][N:34]([CH3:35])[CH3:36]>>[C:1](=[O:2])([O:3][C:4]([CH3:5])([CH3:6])[CH3:7])[N:8]1[CH2:9][CH2:10][N:11]([c:14]2[c:15]([O:20][CH2:27][CH:28]([CH3:29])[CH3:30])[cH:16][cH:17][cH:18][cH:19]2)[CH2:12][CH2:13]1. The reactants are 1-(3-Dimethylaminopropyl)-3-ethylcarboiimide hydrochloride, FC(C=1C=C(C=CC1)S(=O)(=O)N1C[C@H](CC1)ON)(F)F ((S)—O-(1-(3-(trifluoromethyl)phenylsulfonyl)pyrrolidin-3-yl)hydroxylamine), ON1N=NC2=C1C=CC=C2 (1-hydroxybenzotriazole), FC1=CC=C(C(=O)O)C=C1 (4-fluorobenzoic acid), C(C)(C)N(C(C)C)CC (N,N-diisopropylethylamine). Solvent: CN(C=O)C (N,N-dimethylformamide). Reaction conditions: time 17 hour. Product: FC1=CC=C(C=C1)CC(=O)NO[C@@H]1CN(CC1)S(=O)(=O)C1=CC(=CC=C1)C(F)(F)F ((S)-2-(4-fluorophenyl)-N-(1-(3-(trifluoromethyl)phenylsulfonyl)pyrrolidin-3-yloxy)acetamide). The yield is 63.0%. As a reaction SMILES: [F:1][C:2]([F:20])([F:19])[C:3]1[CH:4]=[C:5]([S:9]([N:12]2[CH2:16][CH2:15][C@H:14]([O:17][NH2:18])[CH2:13]2)(=[O:11])=[O:10])[CH:6]=[CH:7][CH:8]=1.[OH:21]N1C2C=CC=CC=2N=N1.[F:31][C:32]1[CH:40]=[CH:39]C(C(O)=O)=[CH:34][CH:33]=1.C(N(CC)[CH:45]([CH3:47])[CH3:46])(C)C>CN(C)C=O>[F:31][C:32]1[CH:40]=[CH:39][C:47]([CH2:45][C:46]([NH:18][O:17][C@H:14]2[CH2:15][CH2:16][N:12]([S:9]([C:5]3[CH:6]=[CH:7][CH:8]=[C:3]([C:2]([F:1])([F:19])[F:20])[CH:4]=3)(=[O:11])=[O:10])[CH2:13]2)=[O:21])=[CH:34][CH:33]=1. Procedure: 1-(3-Dimethylaminopropyl)-3-ethylcarboiimide hydrochloride (68.0 mg, 0.35 mmol) was added to a solution of (S)—O-(1-(3-(trifluoromethyl)phenylsulfonyl)pyrrolidin-3-yl)hydroxylamine (100 mg, 0.32 mmol), 1-hydroxybenzotriazole (45.0 mg, 0.35 mmol), 4-fluorobenzoic acid (45 mg, 0.32 mmol) and N,N-diisopropylethylamine (125 mg, 0.97 mmol) in N,N-dimethylformamide (10 m1). The reaction mixture was stirred at room temperature for 17 hours and quenched with H2O (30 ml). The aqueous phase was extracted ... Reactants: ( iii ), ( iv ), C(CCCC#C)N1C(C=2C(C1=O)=CC=CC2)=O (N-5-hexynylphthalimide), C=O (paraformaldehyde), N1CCCC1 (pyrrolidine), O.NN (hydrazine hydrate). Yields the product N1(CCCC1)CC#CCCCCN (7-pyrrolidinohept-5-ynylamine). As a reaction SMILES: [CH2:1]([N:7]1[C:11](=O)[C:10]2=CC=CC=[C:9]2[C:8]1=O)[CH2:2][CH2:3][CH2:4][C:5]#[CH:6].C=O.[NH:20]1CCC[CH2:21]1.O.NN>>[N:7]1([CH2:1][C:2]#[C:3][CH2:4][CH2:5][CH2:6][CH2:21][NH2:20])[CH2:8][CH2:9][CH2:10][CH2:11]1 |f:3.4|. Reported procedure: In a manner similar to Description 1 (iii) and (iv), reaction of N-5-hexynylphthalimide, paraformaldehyde and pyrrolidine, followed by treatment with hydrazine hydrate gives 7-pyrrolidinohept-5-ynylamine.